Dataset: the Open Reaction Database (ORD), a public repository of structured organic reaction records. Task: describe an organic reaction: reactants, conditions, products, and yield Reactants: ClC1=CC=C2C(=CC=NC2=C1)NC1=CC=C(C(=O)N2CCN(CC2)C)C=C1 (1-[p-[(7-chloro-4-quinolyl)amino]benzoyl]-4-methylpiperazine), 1-[p-[(7-chloro-4-quinolyl)amino]benzoly]-4-(o-tolyl)piperazine, ClC1=CC=C2C(=CC=NC2=C1)NC1=CC=C(C(=O)N2CCN(CC2)C2=CC(=CC=C2)OC)C=C1 (1-[p-[(7-chloro-4-quinolyl)amino]benzoyl]-4(m-methoxyphenyl)piperazine), NC1=CC=C(C(=O)N)C=C1 (p-aminobenzamide), ( IV ), ClC1=CC=NC2=CC(=CC=C12)Cl (4,7-dichloroquinoline), 1-[p-[(7-chloro-4-quinolyl)amino]benzoly]-4-phenylpiperazine, ClC1=CC=C2C(=CC=NC2=C1)NC1=CC=C(C(=O)N2CCN(CC2)C2=CC=C(C=C2)Cl)C=C1 (1-[p-[(7-chloro-4-quinolyl)amino]benzoyl]-4-(p-chlorophenyl)piperazine), ClC1=CC=C2C(=CC=NC2=C1)NC1=CC=C(C(=O)N2CCN(CC2)C2=CC(=CC=C2)C(F)(F)F)C=C1 (1-[p-[(7-chloro-4-quinolyl)amino]-benzoyl]-4-(m-trifluoromethylphenyl)piperazine). The product is ClC1=CC=C2C(=CC=NC2=C1)NC1=CC=C(C(=O)N2CC[N+](CC2)(C2=CC=CC=C2)[O-])C=C1 (1-[p-[(7-chloro-4-quinolyl)amino]benzoyl]-4-phenylpiperazine-4-oxide). RXN SMILES: ClC1C=C2C(C(NC3C=CC(C(N4CCN(C)CC4)=[O:18])=CC=3)=CC=N2)=CC=1.[Cl:28][C:29]1[CH:38]=[C:37]2[C:32]([C:33]([NH:39][C:40]3[CH:60]=[CH:59][C:43]([C:44]([N:46]4[CH2:51][CH2:50][N:49]([C:52]5[CH:57]=[CH:56][C:55](Cl)=[CH:54][CH:53]=5)[CH2:48][CH2:47]4)=[O:45])=[CH:42][CH:41]=3)=[CH:34][CH:35]=[N:36]2)=[CH:31][CH:30]=1.ClC1C=C2C(C(NC3C=CC(C(N4CCN(C5C=CC=C(OC)C=5)CC4)=O)=CC=3)=CC=N2)=CC=1.ClC1C=C2C(C(NC3C=CC(C(N4CCN(C5C=CC=C(C(F)(F)F)C=5)CC4)=O)=CC=3)=CC=N2)=CC=1.ClC1C2C(=CC(Cl)=CC=2)N=CC=1.NC1C=CC(C(N)=O)=CC=1>>[Cl:28][C:29]1[CH:38]=[C:37]2[C:32]([C:33]([NH:39][C:40]3[CH:60]=[CH:59][C:43]([C:44]([N:46]4[CH2:51][CH2:50][N+:49]([O-:18])([C:52]5[CH:57]=[CH:56][CH:55]=[CH:54][CH:53]=5)[CH2:48][CH2:47]4)=[O:45])=[CH:42][CH:41]=3)=[CH:34][CH:35]=[N:36]2)=[CH:31][CH:30]=1. Procedure details: Similary, following the procedure of Example 1 above but replacing the 1-[p-[(7-chloro-4-quinolyl)amino]benzoyl]-4-methylpiperazine as used therein with 1-[p-[(7-chloro-4-quinolyl)amino]benzoly]-4-phenylpiperazine; 1-[p-[(7-chloro-4-quinolyl)amino]benzoyl]-4-(p-chlorophenyl)piperazine; 1-[p-[(7-chloro-4-quinolyl)amino]benzoyl]-4(m-methoxyphenyl)piperazine; 1-[p-[(7-chloro-4-quinolyl)amino]benzoly]-4-(o-tolyl)piperazine; and 1-[p-[(7-chloro-4-quinolyl)amino]-benzoyl]-4-(m-trifluoromethylphenyl)pi... The reactants are CN(C)C1=NC=CC=C1 (dimethylaminopyridine), C1(=CC=CC=C1)N=C=O (phenyl isocyanate), N[C@H]1CC[C@]23[C@](CC4=C(C=5CN(C(C5C=C4OCC4=CC=CC=C4)=O)C(=O)OC(C)(C)C)O2)([C@H](CC[C@H]3C1(C)C)C)C ((6aR,7S,9aS,11S,13aS)-11-amino-5-benzyloxy-2-(t-butoxycarbonyl)-2,3,6,6a,7,8,9,9a,10,11,12,13-dodecahydro-6a,7,10,10-tetramethyl-3-oxo-1H-benzo[8,8a][1]benzopyrano[2,3-e]isoindole). Solvent: C1CCOC1 (THF). Reaction conditions: time 30 minute. The product is C(C1=CC=CC=C1)OC=1C2=C(C=3CN(C(C3C1)=O)C(=O)OC(C)(C)C)O[C@]13[C@](C2)([C@H](CC[C@H]1C([C@H](CC3)NC(=O)NC3=CC=CC=C3)(C)C)C)C ((6aR,7S,9aS,11S,13aS)-5-benzyloxy-2-(t-butoxycarbonyl)-2,3,6,6a,7,8,9,9a,10,11,12,13-dodecahydro-6a,7,10,10-tetramethyl-11-(3-phenylureido)-3-oxo-1H-benzo[8,8a][1]benzopyrano[2,3-e]isoindole). Yield: 81.2%. Reaction SMILES: CN(C1C=CC=CN=1)C.[C:10]1([N:16]=[C:17]=[O:18])[CH:15]=[CH:14][CH:13]=[CH:12][CH:11]=1.[NH2:19][C@@H:20]1[C:56]([CH3:58])([CH3:57])[C@H:55]2[C@@:23]3([O:51][C:27]4[C:28]5[CH2:29][N:30]([C:44]([O:46][C:47]([CH3:50])([CH3:49])[CH3:48])=[O:45])[C:31](=[O:43])[C:32]=5[CH:33]=[C:34]([O:35][CH2:36][C:37]5[CH:42]=[CH:41][CH:40]=[CH:39][CH:38]=5)[C:26]=4[CH2:25][C@:24]3([CH3:60])[C@@H:52]([CH3:59])[CH2:53][CH2:54]2)[CH2:22][CH2:21]1>C1COCC1>[CH2:36]([O:35][C:34]1[C:26]2[CH2:25][C@:24]3([CH3:60])[C@@H:52]([CH3:59])[CH2:53][CH2:54][C@H:55]4[C:56]([CH3:58])([CH3:57])[C@@H:20]([NH:19][C:17]([NH:16][C:10]5[CH:15]=[CH:14][CH:13]=[CH:12][CH:11]=5)=[O:18])[CH2:21][CH2:22][C@@:23]34[O:51][C:27]=2[C:28]2[CH2:29][N:30]([C:44]([O:46][C:47]([CH3:50])([CH3:49])[CH3:48])=[O:45])[C:31](=[O:43])[C:32]=2[CH:33]=1)[C:37]1[CH:42]=[CH:41][CH:40]=[CH:39][CH:38]=1. Procedure: Under nitrogen, 2 mg (0.017 mmol) of dimethylaminopyridine and 12 μl (0.11 mmol) of phenyl isocyanate were added to a solution of Compound (45a) (50 mg, 0.087 mmol) in 2.0 ml of dry THF, and the mixture stirred at room temperature for 30 min. The reaction mixture was then concentrated under reduced pressure. The residue was purified by a preparative thin layer chromatography (Merck, Kieselgel 60 F254, 0.5 mm; chloroform:methanol=40:1) to give 49 mg (81%) of Compound (45e).